Dataset: the Open Reaction Database (ORD), a public repository of structured organic reaction records. Task: describe an organic reaction: reactants, conditions, products, and yield The reactants are OC=1C=C(C(=O)OC)C=C(C1)O (methyl 3,5-dihydroxybenzoate), C(C)(C)N(C(C)C)CC (N,N-diisopropylethylamine), ClCOC (chloromethylmethyl ether). The solvent is ClCCl (dichloromethane), ClCCl (dichloromethane). Reaction conditions: time 5 hour. Yields the product OC=1C=C(C(=O)OC)C=C(C1)OCOC (Methyl 3-hydroxy-5-(methoxymethoxy)benzoate). Isolated yield 43.8%. As a reaction SMILES: [OH:1][C:2]1[CH:3]=[C:4]([CH:9]=[C:10]([OH:12])[CH:11]=1)[C:5]([O:7][CH3:8])=[O:6].C(N(CC)C(C)C)(C)C.Cl[CH2:23][O:24][CH3:25]>ClCCl>[OH:1][C:2]1[CH:3]=[C:4]([CH:9]=[C:10]([O:12][CH2:23][O:24][CH3:25])[CH:11]=1)[C:5]([O:7][CH3:8])=[O:6]. Procedure details: With ice cooling, to a solution of methyl 3,5-dihydroxybenzoate (14.0 g, 83.3 mmol) and N,N-diisopropylethylamine (11.0 g, 85.0 mmol) in dichloromethane (100 mL) was added dropwise chloromethylmethyl ether (6.84 g, 85.0 mmol), and the mixture was stirred at room temperature for 5 hours. The reaction mixture was diluted with dichloromethane (300 mL), and the organic layer was washed successively with a 3% aqueous hydrochloric acid solution, a saturated aqueous sodium bicarbonate solution and satu... Reactants: CCOC(=O)c1nc2ccc(CBr)cc2cc1C, CC(=O)[O-], CN(C)C=O, [Na+], O. Product: CCOC(=O)c1nc2ccc(COC(C)=O)cc2cc1C. RXN SMILES: [Br:1][CH2:2][c:3]1[cH:4][c:5]2[cH:6][c:7]([CH3:18])[c:8]([C:13](=[O:14])[O:15][CH2:16][CH3:17])[n:9][c:10]2[cH:11][cH:12]1.[CH3:20][C:21]([O-:22])=[O:23].[CH3:25][N:26]([CH3:27])[CH:28]=[O:29].[Na+:19].[OH2:24]>>[CH2:2]([c:3]1[cH:4][c:5]2[cH:6][c:7]([CH3:18])[c:8]([C:13](=[O:14])[O:15][CH2:16][CH3:17])[n:9][c:10]2[cH:11][cH:12]1)[O:23][C:21]([CH3:20])=[O:22]. Procedure: In the manner given in Example 1C, 1-(p-methylphenyl)-4-[1-(p-aminophenyl)ethyl]piperazine and 4,7-dichloroquinoline are reacted together at reflux to give 4-[[4-[1-[4-(p-methylphenyl)-1-piperazinyl]ethyl]phenyl]amino]-7-chloroquinoline. RXN SMILES: [CH3:1][C:2]1[CH:7]=[CH:6][C:5]([N:8]2[CH2:13][CH2:12][N:11]([CH:14]([C:16]3[CH:21]=[CH:20][C:19]([NH2:22])=[CH:18][CH:17]=3)[CH3:15])[CH2:10][CH2:9]2)=[CH:4][CH:3]=1.Cl[C:24]1[C:33]2[C:28](=[CH:29][C:30]([Cl:34])=[CH:31][CH:32]=2)[N:27]=[CH:26][CH:25]=1>>[CH3:1][C:2]1[CH:3]=[CH:4][C:5]([N:8]2[CH2:9][CH2:10][N:11]([CH:14]([C:16]3[CH:17]=[CH:18][C:19]([NH:22][C:24]4[C:33]5[C:28](=[CH:29][C:30]([Cl:34])=[CH:31][CH:32]=5)[N:27]=[CH:26][CH:25]=4)=[CH:20][CH:21]=3)[CH3:15])[CH2:12][CH2:13]2)=[CH:6][CH:7]=1. Yields the product CC1=CC=C(C=C1)N1CCN(CC1)C(C)C1=CC=C(C=C1)NC1=CC=NC2=CC(=CC=C12)Cl (4-[[4-[1-[4-(p-methylphenyl)-1-piperazinyl]ethyl]phenyl]amino]-7-chloroquinoline). Reactants: CC1=CC=C(C=C1)N1CCN(CC1)C(C)C1=CC=C(C=C1)N (1-(p-methylphenyl)-4-[1-(p-aminophenyl)ethyl]piperazine), ClC1=CC=NC2=CC(=CC=C12)Cl (4,7-dichloroquinoline). Starting materials: BrCC=1C=C2C(NC(=NC2=CC1)C)=O (6-bromomethyl-3,4-dihydro-2-methylquinazolin-4-one), C(C)N (ethylamine). Run in C(C)#N (acetonitrile). Run at time 4 hour. Product: CC1=NC2=CC=C(C=C2C(N1)=O)CNCC (N-(3,4-dihydro-2-methyl-4-oxoquinazolin-6-ylmethyl)-N-ethylamine). As a reaction SMILES: Br[CH2:2][C:3]1[CH:4]=[C:5]2[C:10](=[CH:11][CH:12]=1)[N:9]=[C:8]([CH3:13])[NH:7][C:6]2=[O:14].[CH2:15]([NH2:17])[CH3:16]>C(#N)C>[CH3:13][C:8]1[NH:7][C:6](=[O:14])[C:5]2[C:10](=[CH:11][CH:12]=[C:3]([CH2:2][NH:17][CH2:15][CH3:16])[CH:4]=2)[N:9]=1. Procedure: A mixture of 6-bromomethyl-3,4-dihydro-2-methylquinazolin-4-one (prepared as described in Example 3; 10 g), anhydrous ethylamine (7.9 ml) and acetonitrile (250 ml) was stirred rapidly at laboratory temperature for 4 hours. The mixture was evaporated to dryness, the residue was dissolved in water, filtered and the filtrate was evaporated. The residue was triturated in acetone to give N-(3,4-dihydro-2-methyl-4-oxoquinazolin-6-ylmethyl)-N-ethylamine, as its hydrobromide salt (8.5 g), m.p. >260° C. Starting materials: Cc1ccccc1, Cl, Cl, CN1CCC(C(=O)O)(c2ccc(F)cc2)CC1, [Na+], [OH-], [N-]=[N+]=NP(=O)(c1ccccc1)c1ccccc1. Yields the product CN1CCC(N)(c2ccc(F)cc2)CC1. RXN SMILES: [CH3:38][c:39]1[cH:40][cH:41][cH:42][cH:43][cH:44]1.[ClH:18].[ClH:45].[F:19][c:20]1[cH:21][cH:22][c:23]([C:26]2([C:33]([OH:34])=[O:35])[CH2:27][CH2:28][N:29]([CH3:32])[CH2:30][CH2:31]2)[cH:24][cH:25]1.[Na+:37].[OH-:36].[c:1]1([P:2]([c:5]2[cH:6][cH:7][cH:8][cH:9][cH:10]2)(=[O:11])[N:15]=[N+:3]=[N-:4])[cH:12][cH:13][cH:14][cH:16][cH:17]1>>[NH2:15][C:26]1([c:23]2[cH:22][cH:21][c:20]([F:19])[cH:25][cH:24]2)[CH2:27][CH2:28][N:29]([CH3:32])[CH2:30][CH2:31]1. Starting materials: CC1CCCCC1O, CCOC(=O)C(=NO)C(C)=O. Yields the product CCOC(=O)C(=NOC1CCCCC1C)C(C)=O. Reaction SMILES: [CH3:12][CH:13]1[CH:14]([OH:19])[CH2:15][CH2:16][CH2:17][CH2:18]1.[OH:1][N:2]=[C:3]([C:4](=[O:5])[O:6][CH2:7][CH3:8])[C:9]([CH3:10])=[O:11]>>[O:1]([N:2]=[C:3]([C:4](=[O:5])[O:6][CH2:7][CH3:8])[C:9]([CH3:10])=[O:11])[CH:14]1[CH:13]([CH3:12])[CH2:18][CH2:17][CH2:16][CH2:15]1. Reactants: O1CCCC1.CO (tetrahydrofuran methanol), FC(S(=O)(=O)OS(=O)(=O)C(F)(F)F)(F)F (trifluoromethanesulfonic anhydride), N1=CC=CC=C1 (pyridine), [OH-].[Na+] (sodium hydroxide). Procedure details: 29.8 g (196 mmol) of 3-hydroxy-4-methylbenzoic acid was dissolved in 450 ml of tetrahydrofuran. 43.1 ml (450 mmol) of ethyl chloroformate and 62.7 ml (450 mmol) of triethylamine were added to the solution at 0° C. After stirring for 20 minutes, triethylamine hydrochloride thus formed was removed by the filtration. The filtrate was added to 300 ml of a solution obtained by bubbling ammonia in tetrahydrofuran at 0° C. After stirring at room temperature for 2 hours, the solvent was evaporated under... Run at time 2 hour. Reaction SMILES: FC(F)(F)S(OS(C(F)(F)F)(=O)=O)(=O)=O.[N:16]1[CH:21]=[CH:20][CH:19]=[CH:18][CH:17]=1.[OH-:22].[Na+].O1CC[CH2:26][CH2:25]1.[CH3:29]O>>[OH:22][C:18]1[CH:19]=[C:20]([CH:25]=[CH:26][C:17]=1[CH3:29])[C:21]#[N:16] |f:2.3,4.5|. Yields the product OC=1C=C(C#N)C=CC1C (3-hydroxy-4-methylbenzonitrile).